The task is: describe an organic reaction: reactants, conditions, products, and yield. This data is from the Open Reaction Database (ORD), a public repository of structured organic reaction records. Conditions: temperature 80 celsius, time 2.5 hour. Procedure: To a solution of 5-fluoroindole (2.5 g, 18.5 mmol) in dioxane (75 mL) was added pyridine (14.9 mL, 185 mmol) and trichloroacetyl chloride (10.3 mL, 92.5 mmol). The resulting mixture was stirred at 80° C. for 2.5 hours, poured into ice water and extracted with ethyl acetate. The organic phase was washed with water, brine, dried and evaporated. The residue was dissolved in dry methanol (100 mL), sodium hydroxide (0.25 g) was added and the mixture heated at 80° C. for 30 min. Most of the solvent wa... The product is COC(=O)C1=CNC2=CC=C(C=C12)F (5-Fluoro-indole-3-carboxylic acid methyl ester). Isolated yield 93.0%. As a reaction SMILES: [F:1][C:2]1[CH:3]=[C:4]2[C:8](=[CH:9][CH:10]=1)[NH:7][CH:6]=[CH:5]2.N1C=CC=CC=1.ClC(Cl)(Cl)[C:19](Cl)=[O:20].[O:24]1CCOC[CH2:25]1>>[CH3:25][O:24][C:19]([C:5]1[C:4]2[C:8](=[CH:9][CH:10]=[C:2]([F:1])[CH:3]=2)[NH:7][CH:6]=1)=[O:20]. The reactants are FC=1C=C2C=CNC2=CC1 (5-fluoroindole), N1=CC=CC=C1 (pyridine), ClC(C(=O)Cl)(Cl)Cl (trichloroacetyl chloride), O1CCOCC1 (dioxane), ice water. The reactants are CC(=O)SCCN(CCC1CCCCC1)C(=O)NC(C)C(=O)OC(C)(C)C, Cl, C1COCCO1. Product: CC(=O)SCCN(CCC1CCCCC1)C(=O)NC(C)C(=O)O. As a reaction SMILES: [C:8]([CH3:9])(=[O:10])[S:11][CH2:12][CH2:13][N:14]([C:15]([NH:16][CH:17]([C:18](=[O:19])[O:20][C:21]([CH3:22])([CH3:23])[CH3:24])[CH3:25])=[O:26])[CH2:27][CH2:28][CH:29]1[CH2:30][CH2:31][CH2:32][CH2:33][CH2:34]1.[ClH:7].[O:1]1[CH2:2][CH2:3][O:4][CH2:5][CH2:6]1>>[C:8]([CH3:9])(=[O:10])[S:11][CH2:12][CH2:13][N:14]([C:15]([NH:16][CH:17]([C:18](=[O:19])[OH:20])[CH3:25])=[O:26])[CH2:27][CH2:28][CH:29]1[CH2:30][CH2:31][CH2:32][CH2:33][CH2:34]1. Starting materials: BrC1=CC=C(C=N1)O[C@@H]1[C@@H](COC1)NS(=O)(=O)C(C)C (cis-N-{4-[(6-bromopyridin-3-yl)oxy]tetrahydrofuran-3-yl}propane-2-sulfonamide), CS(=O)(=O)O[C@@H]1COC[C@H]1OC1=CC=C(C=C1)Br (trans-4-(4-bromophenoxy)tetrahydrofuran-3-yl methanesulfonate). The product is BrC1=CC=C(O[C@@H]2[C@@H](COC2)NS(=O)(=O)C(C)C)C=C1 (cis-N-[4-(4-bromophenoxy)tetrahydrofuran-3-yl]propane-2-sulfonamide). As a reaction SMILES: [Br:1][C:2]1N=[CH:6][C:5]([O:8][C@H:9]2[CH2:13][O:12][CH2:11][C@H:10]2[NH:14][S:15]([CH:18]([CH3:20])[CH3:19])(=[O:17])=[O:16])=[CH:4][CH:3]=1.[CH3:21]S(O[C@H]1[C@H](OC2C=CC(Br)=CC=2)COC1)(=O)=O>>[Br:1][C:2]1[CH:21]=[CH:6][C:5]([O:8][C@H:9]2[CH2:13][O:12][CH2:11][C@H:10]2[NH:14][S:15]([CH:18]([CH3:20])[CH3:19])(=[O:17])=[O:16])=[CH:4][CH:3]=1. Reported procedure: The title compound was prepared according to the general procedure for the synthesis of cis-N-{4-[(6-bromopyridin-3-yl)oxy]tetrahydrofuran-3-yl}propane-2-sulfonamide in Preparation 1, except that trans-4-(4-bromophenoxy)tetrahydrofuran-3-yl methanesulfonate was used in place of trans-4-[(6-bromopyridin-3-yl)oxy]tetrahydrofuran-3-yl methanesulfonate, and the chromatographic purification was carried out with a gradient of 15% to 35% acetone in heptane. Yield: 238 mg, 0.65 mmol, 31%. 1H NMR (400 MH... Reactants: CN(C(CN1C(C(=C(C2=NC=C(C=C12)CC1=CC=C(C=C1)F)O)C(=O)OCC)=O)=O)C (ethyl 1-[2-(dimethylamino)-2-oxoethyl]-7-[(4-fluorophenyl)methyl]-4-hydroxy-2-oxo-1,2-dihydro-1,5-naphthyridine-3-carboxylate), C1(CC1)N (cyclopropylamine). Yields the product C1(CC1)NC(=O)C=1C(N(C2=CC(=CN=C2C1O)CC1=CC=C(C=C1)F)CC(=O)N(C)C)=O (N-Cyclopropyl-1-[2-(dimethylamino)-2-oxoethyl]-7-[(4-fluorophenyl)methyl]-4-hydroxy-2-oxo-1,2-dihydro-1,5-naphthyridine-3-carboxamide). As a reaction SMILES: [CH3:1][N:2]([CH3:31])[C:3](=[O:30])[CH2:4][N:5]1[C:14]2[C:9](=[N:10][CH:11]=[C:12]([CH2:15][C:16]3[CH:21]=[CH:20][C:19]([F:22])=[CH:18][CH:17]=3)[CH:13]=2)[C:8]([OH:23])=[C:7]([C:24]([O:26]CC)=O)[C:6]1=[O:29].[CH:32]1([NH2:35])[CH2:34][CH2:33]1>>[CH:32]1([NH:35][C:24]([C:7]2[C:6](=[O:29])[N:5]([CH2:4][C:3]([N:2]([CH3:1])[CH3:31])=[O:30])[C:14]3[C:9]([C:8]=2[OH:23])=[N:10][CH:11]=[C:12]([CH2:15][C:16]2[CH:21]=[CH:20][C:19]([F:22])=[CH:18][CH:17]=2)[CH:13]=3)=[O:26])[CH2:34][CH2:33]1. Reported procedure: This compound was prepared from ethyl 1-[2-(dimethylamino)-2-oxoethyl]-7-[(4-fluorophenyl)methyl]-4-hydroxy-2-oxo-1,2-dihydro-1,5-naphthyridine-3-carboxylate and cyclopropylamine employing methods similar to those described in Example 9. The product was obtained as a white solid: 1H NMR (CDCl3) δ 9.96 (1H, br), 8.54 (1H, d, J=1.4 Hz), 7.13 (2H, m), 7.04-7.00 (3H, m), 4.92 (2H, s), 4.10 (2H, s), 3.11 (3H, s), 2.96 (3H, s), 2.93 (1H, m), 0.86 (2H, m, J=13, 7), 0.66 (2H, m); HRMS calcd for C23H23FN... The reactants are O (water), CNC(NC1=CC=C(C=C1)C1=NC(=CC(=N1)CSC=1N(C=CN1)C)N1[C@H](COCC1)C)=O (3-Methyl-1-[4-[4-[(1-methylimidazol-2-yl)sulfanylmethyl]-6-[(3S)-3-methylmorpholin-4-yl]pyrimidin-2-yl]phenyl]urea), [Mn](=O)(=O)(=O)[O-].[Na+] (sodium permanganate), C1=CC(=CC(=C1)Cl)C(=O)OO (m-CPBA). Solvent: O1CCOCC1 (1,4-Dioxane). Reaction conditions: time 18 hour. Product: CNC(NC1=CC=C(C=C1)C1=NC(=CC(=N1)CS(=O)(=O)C=1N(C=CN1)C)N1[C@H](COCC1)C)=O (3-Methyl-1-[4-[4-[(1-methylimidazol-2-yl)sulfonylmethyl]-6-[(3S)-3-methylmorpholin-4-yl]pyrimidin-2-yl]phenyl]urea). As a reaction SMILES: [CH3:1][NH:2][C:3](=[O:32])[NH:4][C:5]1[CH:10]=[CH:9][C:8]([C:11]2[N:16]=[C:15]([CH2:17][S:18][C:19]3[N:20]([CH3:24])[CH:21]=[CH:22][N:23]=3)[CH:14]=[C:13]([N:25]3[CH2:30][CH2:29][O:28][CH2:27][C@@H:26]3[CH3:31])[N:12]=2)=[CH:7][CH:6]=1.C1C=C(Cl)C=C(C(OO)=[O:41])C=1.[Mn]([O-])(=O)(=O)=O.[Na+].[OH2:50]>O1CCOCC1>[CH3:1][NH:2][C:3](=[O:32])[NH:4][C:5]1[CH:6]=[CH:7][C:8]([C:11]2[N:16]=[C:15]([CH2:17][S:18]([C:19]3[N:20]([CH3:24])[CH:21]=[CH:22][N:23]=3)(=[O:41])=[O:50])[CH:14]=[C:13]([N:25]3[CH2:30][CH2:29][O:28][CH2:27][C@@H:26]3[CH3:31])[N:12]=2)=[CH:9][CH:10]=1 |f:2.3|. Procedure: 3-Methyl-1-[4-[4-[(1-methylimidazol-2-yl)sulfanylmethyl]-6-[(3S)-3-methylmorpholin-4-yl]pyrimidin-2-yl]phenyl]urea (0.23 mmol) was dissolved in 1,4-Dioxane (4 mL) and water (1 mL). m-CPBA (75%) (80 mg), followed immediately by sodium permanganate (92 mg), was added to the solution. The reaction was allowed to stir at RT for 18 h then loaded onto a SCX-2 (10 g) column, which was washed with methanol and the product eluted with 7N ammonia in methanol. The reaction was vacuumed to dryness and purif...